From a dataset of the Open Reaction Database (ORD), a public repository of structured organic reaction records. describe an organic reaction: reactants, conditions, products, and yield Run at time 30 minute. Run in CN(C)C=O (DMF). The product is C1(=CC=CC=C1)C1CCC=2N(C1)C=C(N2)C(=O)N2CCN(CC2)C2=CC(=CC=C2)C(F)(F)F ((6-Phenyl-5,6,7,8-tetrahydroimidazo[1,2-a]pyridin-2-yl)(4-(3-(trifluoromethyl)phenyl)piperazin-1-yl)methanone). Reactants: FC(C=1C=C(C=CC1)N1CCNCC1)(F)F (1-(3-trifluoromethylphenyl)piperazine), CN(C)C(=[N+](C)C)ON1C2=C(C=CC=C2)N=N1.[B-](F)(F)(F)F (TBTU), CN1CCOCC1 (N-methylmorpholine), Cl.C1(=CC=CC=C1)C1CCC=2N(C1)C=C(N2)C(=O)O (6-phenyl-5,6,7,8-tetrahydroimidazo[1,2-a]pyridine-2-carboxylic acid hydrochloride). RXN SMILES: CN(C(ON1N=NC2C=CC=CC1=2)=[N+](C)C)C.[B-](F)(F)(F)F.CN1CCOCC1.Cl.[C:31]1([CH:37]2[CH2:42][N:41]3[CH:43]=[C:44]([C:46]([OH:48])=O)[N:45]=[C:40]3[CH2:39][CH2:38]2)[CH:36]=[CH:35][CH:34]=[CH:33][CH:32]=1.[F:49][C:50]([F:64])([F:63])[C:51]1[CH:52]=[C:53]([N:57]2[CH2:62][CH2:61][NH:60][CH2:59][CH2:58]2)[CH:54]=[CH:55][CH:56]=1>CN(C=O)C>[C:31]1([CH:37]2[CH2:42][N:41]3[CH:43]=[C:44]([C:46]([N:60]4[CH2:59][CH2:58][N:57]([C:53]5[CH:54]=[CH:55][CH:56]=[C:51]([C:50]([F:63])([F:64])[F:49])[CH:52]=5)[CH2:62][CH2:61]4)=[O:48])[N:45]=[C:40]3[CH2:39][CH2:38]2)[CH:32]=[CH:33][CH:34]=[CH:35][CH:36]=1 |f:0.1,3.4|. Procedure: TBTU (276 mg; 0.86 mmol) and N-methylmorpholine (237 μl; 218 mg; 2.15 mmol) were added to a solution of 6-phenyl-5,6,7,8-tetrahydroimidazo[1,2-a]pyridine-2-carboxylic acid hydrochloride (200 mg; 0.72 mmol) in DMF (1 ml). The reaction mixture was stirred vigorously for 30 min at room temperature and then 1-(3-trifluoromethylphenyl)piperazine (162 μl; 198 mg; 0.86 mmol) was added. The reaction mixture was stirred for 4 h at room temperature, then poured onto water and extracted with chloroform. Th... Starting materials: CCOC(C)=O, Cl, CS(=O)(=O)CCN(Cc1cccc(N)c1)C(=O)C(F)(F)F, O=C(Cc1cccs1)Nc1cccc(-c2nn3ccccc3c2-c2ccnc(Nc3cccc(-c4cnco4)c3)n2)c1. The product is CS(=O)(=O)CCN(Cc1cccc(Nc2nccc(-c3c(-c4cccc(NC(=O)Cc5cccs5)c4)nn4ccccc34)n2)c1)C(=O)C(F)(F)F. RXN SMILES: [CH3:65][CH2:66][O:67][C:68]([CH3:69])=[O:70].[ClH:64].[NH2:1][c:2]1[cH:3][c:4]([CH2:8][N:9]([C:10]([C:11]([F:12])([F:13])[F:14])=[O:15])[CH2:16][CH2:17][S:18](=[O:19])(=[O:20])[CH3:21])[cH:5][cH:6][cH:7]1.[o:22]1[c:23](-[c:24]2[cH:25][c:26]([NH:27][c:34]3[n:35][cH:36][cH:37][c:38](-[c:40]4[c:41](-[c:49]5[cH:50][c:51]([NH:55][C:56]([CH2:57][c:58]6[s:59][cH:60][cH:61][cH:62]6)=[O:63])[cH:52][cH:53][cH:54]5)[n:42][n:43]5[c:44]4[cH:45][cH:46][cH:47][cH:48]5)[n:39]3)[cH:28][cH:29][cH:30]2)[cH:31][n:32][cH:33]1>>[NH:1]([c:2]1[cH:3][c:4]([CH2:8][N:9]([C:10]([C:11]([F:12])([F:13])[F:14])=[O:15])[CH2:16][CH2:17][S:18](=[O:19])(=[O:20])[CH3:21])[cH:5][cH:6][cH:7]1)[c:34]1[n:35][cH:36][cH:37][c:38](-[c:40]2[c:41](-[c:49]3[cH:50][c:51]([NH:55][C:56]([CH2:57][c:58]4[s:59][cH:60][cH:61][cH:62]4)=[O:63])[cH:52][cH:53][cH:54]3)[n:42][n:43]3[c:44]2[cH:45][cH:46][cH:47][cH:48]3)[n:39]1. The reactants are C1(CCCC(N1C=1C=C(C(=O)O)C=C(C1)[N+](=O)[O-])=O)=O (3-glutarimido-5-nitrobenzoic acid), Cl (hydrochloric acid), [OH-].[Na+] (sodium hydroxide). The product is C(=O)(O)C=1C=C(NC(CCCC(=O)O)=O)C=C(C1)[N+](=O)[O-] (3'-carboxy-5'-nitroglutaranilic acid). RXN SMILES: [C:1]1(=[O:20])[N:6]([C:7]2[CH:8]=[C:9]([CH:13]=[C:14]([N+:16]([O-:18])=[O:17])[CH:15]=2)[C:10]([OH:12])=[O:11])[C:5](=[O:19])[CH2:4][CH2:3][CH2:2]1.Cl.[OH-:22].[Na+]>>[C:10]([C:9]1[CH:8]=[C:7]([CH:15]=[C:14]([N+:16]([O-:18])=[O:17])[CH:13]=1)[NH:6][C:5](=[O:19])[CH2:4][CH2:3][CH2:2][C:1]([OH:20])=[O:22])([OH:12])=[O:11] |f:2.3|. Reported procedure: 3'-Carboxy-5'-nitroglutaranilic Acid [F; Y is CH2CH2CH2, Z is OH] was prepared by warming gently a solution of 5.0 g. of 3-glutarimido-5-nitrobenzoic acid in excess 10% aqueous sodium hydroxide. The solution was acidified with 3N hydrochloric acid and the product collected and recrystallized from ethyl acetate to give 3'-carboxy-5'-nitroglutaranilic acid, pale yellow prisms, m.p. 182°-184° C. Starting materials: CC(=O)Cl, CCN(C(C)C)C(C)C, ClCCl, Cl, CC(C)(C)OC(=O)N1CC(NC(=O)c2ccc(Cl)s2)CC1CN. Product: CC(=O)NCC1CC(NC(=O)c2ccc(Cl)s2)CN1C(=O)OC(C)(C)C. As a reaction SMILES: [CH3:24][C:25]([Cl:26])=[O:27].[CH:28]([N:29]([CH2:30][CH3:31])[CH:32]([CH3:33])[CH3:34])([CH3:35])[CH3:36].[Cl:38][CH2:39][Cl:40].[ClH:37].[NH2:1][CH2:2][CH:3]1[N:4]([C:17](=[O:18])[O:19][C:20]([CH3:21])([CH3:22])[CH3:23])[CH2:5][CH:6]([NH:8][C:9](=[O:10])[c:11]2[s:12][c:13]([Cl:16])[cH:14][cH:15]2)[CH2:7]1>>[NH:1]([CH2:2][CH:3]1[N:4]([C:17](=[O:18])[O:19][C:20]([CH3:21])([CH3:22])[CH3:23])[CH2:5][CH:6]([NH:8][C:9](=[O:10])[c:11]2[s:12][c:13]([Cl:16])[cH:14][cH:15]2)[CH2:7]1)[C:25]([CH3:24])=[O:27]. The reactants are COC=1C=C2C=CNC2=C(C1)Br (5-methoxy-7-bromoindole), [H-].[Na+] (sodium hydride), CI (methyl iodide). The solvent is CN(C)C=O (DMF), CN(C)C=O (DMF). Conditions: time 1 hour. Yields the product CN1C=CC2=CC(=CC(=C12)Br)OC (1-Methyl-5-methoxy-7-bromoindole). The yield is 100.5%. As a reaction SMILES: [H-].[Na+].[CH3:3][O:4][C:5]1[CH:6]=[C:7]2[C:11](=[C:12]([Br:14])[CH:13]=1)[NH:10][CH:9]=[CH:8]2.[CH3:15]I>CN(C=O)C>[CH3:15][N:10]1[C:11]2[C:7](=[CH:6][C:5]([O:4][CH3:3])=[CH:13][C:12]=2[Br:14])[CH:8]=[CH:9]1 |f:0.1|. Procedure details: To a suspension of sodium hydride (60%, 0.32 g, 7.96 mmol) in DMF (18 mL) was added a solution of 5-methoxy-7-bromoindole (1.5 g, 6.63 mmol) in DMF (25 mL). The mixture was stirred at room temperature for 1 h, and then methyl iodide (0.62 mL, 9.95 mmol) was added with cooling in an ice-water-bath. The reaction mixture was allowed to warm to room temperature and stirred overnight. The reaction was quenched with water and extracted with ethyl acetate. The extract was washed with water and brine, d... The reactants are CS(=O)(=O)CCCN1CCNCC1, CCOc1cc(C(C)(C)C#N)ccc1C1=NC(C)(c2ccc(Cl)cc2)C(C)(c2ccc(Cl)cc2)N1C(=O)Cl, Cl, Cl. Yields the product CCOc1cc(C(C)(C)C#N)ccc1C1=NC(C)(c2ccc(Cl)cc2)C(C)(c2ccc(Cl)cc2)N1C(=O)N1CCN(CCCS(C)(=O)=O)CC1. RXN SMILES: [CH3:41][S:42](=[O:43])(=[O:44])[CH2:45][CH2:46][CH2:47][N:48]1[CH2:49][CH2:50][NH:51][CH2:52][CH2:53]1.[Cl:1][c:2]1[cH:3][cH:4][c:5]([C:8]2([CH3:38])[N:9]=[C:10]([c:24]3[c:25]([O:35][CH2:36][CH3:37])[cH:26][c:27]([C:30]([CH3:31])([CH3:32])[C:33]#[N:34])[cH:28][cH:29]3)[N:11]([C:21](=[O:22])[Cl:23])[C:12]2([CH3:13])[c:14]2[cH:15][cH:16][c:17]([Cl:20])[cH:18][cH:19]2)[cH:6][cH:7]1.[ClH:39].[ClH:40]>>[Cl:1][c:2]1[cH:3][cH:4][c:5]([C:8]2([CH3:38])[N:9]=[C:10]([c:24]3[c:25]([O:35][CH2:36][CH3:37])[cH:26][c:27]([C:30]([CH3:31])([CH3:32])[C:33]#[N:34])[cH:28][cH:29]3)[N:11]([C:21](=[O:22])[N:51]3[CH2:50][CH2:49][N:48]([CH2:47][CH2:46][CH2:45][S:42]([CH3:41])(=[O:43])=[O:44])[CH2:53][CH2:52]3)[C:12]2([CH3:13])[c:14]2[cH:15][cH:16][c:17]([Cl:20])[cH:18][cH:19]2)[cH:6][cH:7]1. The reactants are C(C1=CC=CC=C1)OC1=C(CNC2=NC(=NC=C2C(=O)N)NC2=CC=C(C=C2)N2CCOCC2)C(=CC=C1)F (4-[(2-benzyloxy-6-fluorobenzyl)amino]-2-[(4-morpholin-4-ylphenyl)amino]pyrimidine-5-carboxamide), [H][H] (hydrogen). The reagents and catalysts are [C].[Pd] (palladium-carbon). Solvent: C1CCOC1.CO (THF methanol). Run at time 6 hour. Product: OC1=C(CNC2=NC(=NC=C2C(=O)N)NC2=CC=C(C=C2)N2CCOCC2)C(=CC=C1)F (4-[(2-hydroxy-6-fluorobenzyl)amino]-2-[(4-morpholin-4-ylphenyl)amino]pyrimidine-5-carboxamide). The yield is 48.6%. RXN SMILES: C([O:8][C:9]1[CH:38]=[CH:37][CH:36]=[C:35]([F:39])[C:10]=1[CH2:11][NH:12][C:13]1[C:18]([C:19]([NH2:21])=[O:20])=[CH:17][N:16]=[C:15]([NH:22][C:23]2[CH:28]=[CH:27][C:26]([N:29]3[CH2:34][CH2:33][O:32][CH2:31][CH2:30]3)=[CH:25][CH:24]=2)[N:14]=1)C1C=CC=CC=1.[H][H]>[C].[Pd].C1COCC1.CO>[OH:8][C:9]1[CH:38]=[CH:37][CH:36]=[C:35]([F:39])[C:10]=1[CH2:11][NH:12][C:13]1[C:18]([C:19]([NH2:21])=[O:20])=[CH:17][N:16]=[C:15]([NH:22][C:23]2[CH:28]=[CH:27][C:26]([N:29]3[CH2:30][CH2:31][O:32][CH2:33][CH2:34]3)=[CH:25][CH:24]=2)[N:14]=1 |f:2.3,4.5|. Procedure details: A 20 ml portion of THF-methanol (2:1) mixed solution of 290 mg of 4-[(2-benzyloxy-6-fluorobenzyl)amino]-2-[(4-morpholin-4-ylphenyl)amino]pyrimidine-5-carboxamide synthesized in the same manner as in Production Example 13 was mixed with 50 mg of 10% palladium-carbon, followed by stirring for 1 hour in a hydrogen atmosphere. The reaction mixture was filtered and then mixed with 100 mg of 10% palladium-carbon, followed by stirring for 6 hours in a hydrogen atmosphere. After filtration of the reacti... The reactants are C1CCNCC1, COc1ccc(C(=O)Cc2c(Cl)cncc2Cl)c(OCCc2ccccc2)c1OC, O. The product is COc1c(O)ccc(C(=O)Cc2c(Cl)cncc2Cl)c1OCCc1ccccc1. RXN SMILES: [CH2:31]1[CH2:32][CH2:33][NH:34][CH2:35][CH2:36]1.[Cl:1][c:2]1[cH:3][n:4][cH:5][c:6]([Cl:30])[c:7]1[CH2:8][C:9](=[O:10])[c:11]1[c:12]([O:21][CH2:22][CH2:23][c:24]2[cH:25][cH:26][cH:27][cH:28][cH:29]2)[c:13]([O:19][CH3:20])[c:14]([O:17][CH3:18])[cH:15][cH:16]1.[OH2:37]>>[Cl:1][c:2]1[cH:3][n:4][cH:5][c:6]([Cl:30])[c:7]1[CH2:8][C:9](=[O:10])[c:11]1[c:12]([O:21][CH2:22][CH2:23][c:24]2[cH:25][cH:26][cH:27][cH:28][cH:29]2)[c:13]([O:19][CH3:20])[c:14]([OH:17])[cH:15][cH:16]1. The reactants are C(C)(C)C1=C(C=NC=C1)C(C)=O (1-(4-isopropylpyridin-3-yl)ethanone), BrBr (bromine). Product: BrCC(=O)C=1C=NC=CC1C(C)C (2-bromo-1-(4-isopropylpyridin-3-yl)ethanone). RXN SMILES: [CH:1]([C:4]1[CH:9]=[CH:8][N:7]=[CH:6][C:5]=1[C:10](=[O:12])[CH3:11])([CH3:3])[CH3:2].[Br:13]Br>>[Br:13][CH2:11][C:10]([C:5]1[CH:6]=[N:7][CH:8]=[CH:9][C:4]=1[CH:1]([CH3:3])[CH3:2])=[O:12]. Reported procedure: By the reaction in the same manner as in Example 53-ii) using 1-(4-isopropylpyridin-3-yl)ethanone (0.90 g) and bromine (0.63 g), crude 2-bromo-1-(4-isopropylpyridin-3-yl)ethanone hydrobromate (1.70 g) was obtained as a pale-brown amorphous compound. Then, by the reaction in the same manner as in Example 25-iii) using 2-bromo-1-(4-isopropylpyridin-3-yl)ethanone hydrobromate (340 mg) and 3-(aminocarbonothionyl)benzamide (240 mg), the title compound (59 mg) was obtained as colorless powder crystals...